describe an organic reaction: reactants, conditions, products, and yield From a dataset of the Open Reaction Database (ORD), a public repository of structured organic reaction records. Reactants: COc1c(C(C)(C)C)cc(CBr)cc1C(C)(C)C, O=C([O-])[O-], CCC(C)=O, [K+], [K+], O=Cc1ccc(O)cc1. The product is COc1c(C(C)(C)C)cc(COc2ccc(C=O)cc2)cc1C(C)(C)C. RXN SMILES: [C:1]([CH3:2])([CH3:3])([CH3:4])[c:5]1[c:6]([O:17][CH3:18])[c:7]([C:13]([CH3:14])([CH3:15])[CH3:16])[cH:8][c:9]([CH2:11][Br:12])[cH:10]1.[C:28](=[O:29])([O-:30])[O-:31].[CH2:34]([C:35]([CH3:36])=[O:37])[CH3:38].[K+:32].[K+:33].[OH:19][c:20]1[cH:21][cH:22][c:23]([CH:24]=[O:25])[cH:26][cH:27]1>>[C:1]([CH3:2])([CH3:3])([CH3:4])[c:5]1[c:6]([O:17][CH3:18])[c:7]([C:13]([CH3:14])([CH3:15])[CH3:16])[cH:8][c:9]([CH2:11][O:19][c:20]2[cH:21][cH:22][c:23]([CH:24]=[O:25])[cH:26][cH:27]2)[cH:10]1. Reactants: ClC1=C(C(=O)OCC)C=C(C=C1)NC(=O)N (ethyl 2-chloro-5-ureidobenzoate), O=C1CSCC1C(=O)OC (methyl 3-oxotetrahydrothiophene-4-carboxylate). Yields the product ClC1=C(C(=O)OCC)C=C(C=C1)NC(=O)NC=1CSCC1C(=O)OC (ethyl 2-chloro-5-{3-[4-(methoxycarbonyl)-2,5-dihydro-thien-3-yl]ureido}-benzoate). Reaction SMILES: [Cl:1][C:2]1[CH:12]=[CH:11][C:10]([NH:13][C:14]([NH2:16])=[O:15])=[CH:9][C:3]=1[C:4]([O:6][CH2:7][CH3:8])=[O:5].O=[C:18]1[CH:22]([C:23]([O:25][CH3:26])=[O:24])[CH2:21][S:20][CH2:19]1>>[Cl:1][C:2]1[CH:12]=[CH:11][C:10]([NH:13][C:14]([NH:16][C:18]2[CH2:19][S:20][CH2:21][C:22]=2[C:23]([O:25][CH3:26])=[O:24])=[O:15])=[CH:9][C:3]=1[C:4]([O:6][CH2:7][CH3:8])=[O:5]. Procedure: using ethyl 2-chloro-5-ureidobenzoate and methyl 3-oxotetrahydrothiophene-4-carboxylate there is obtained ethyl 2-chloro-5-{3-[4-(methoxycarbonyl)-2,5-dihydro-thien-3-yl]ureido}-benzoate Reactants: C(C)OP(=O)(OCC)CNC(=O)C=1NC2=C(C=CC=C2C1)[N+](=O)[O-] (2-(diethylphosphonomethylaminocarbonyl)-7-nitroindole), Br[Si](C)(C)C (bromotrimethylsilane). Solvent: C(C)#N (acetonitrile). Run at time 8 hour. The product is P(=O)(O)(O)CNC(=O)C=1NC2=C(C=CC=C2C1)[N+](=O)[O-] (2-(phosphonomethylaminocarbonyl)-7-nitroindole). Yield: 98.7%. RXN SMILES: C([O:3][P:4]([CH2:9][NH:10][C:11]([C:13]1[NH:14][C:15]2[C:20]([CH:21]=1)=[CH:19][CH:18]=[CH:17][C:16]=2[N+:22]([O-:24])=[O:23])=[O:12])([O:6]CC)=[O:5])C.Br[Si](C)(C)C>C(#N)C>[P:4]([CH2:9][NH:10][C:11]([C:13]1[NH:14][C:15]2[C:20]([CH:21]=1)=[CH:19][CH:18]=[CH:17][C:16]=2[N+:22]([O-:24])=[O:23])=[O:12])([OH:5])([OH:6])=[O:3]. Procedure details: To a solution of 0.53 g (1.49 mmol) 2-(diethylphosphonomethylaminocarbonyl)-7-nitroindole in 7 mL acetonitrile was added 2 mL of bromotrimethylsilane at 0° C. The reaction mixture was allowed to stir at room temperature overnight. The solvent and excess bromotrimethylsilane were removed under reduced pressure and 10 mL of a 1/1 mixture of acetone/water was added and stirred for 24 hours at room temperature. A precipitate formed and the solid was filtered and dried to give 0.45 g (1.47 mmol, 99%)... Reactants: FC(S(=O)(=O)O[C@H](C(=O)OCC1=CC=CC=C1)C)(F)F (benzyl (2S)-2-trifluoromethanesulfonyloxypropionate), FC(COC1=CC=C(C=C1)N1C(NC=C1)=O)(C(F)F)F (1-[4-(2,2,3,3-Tetrafluoropropoxy)phenyl]-2(1H,3H)-imidazolone), C(C)(=O)O (acetic acid). Solvent: C(C)(=O)OCC (ethyl acetate), O1CCCC1 (tetrahydrofuran), CN1C(CCC1)=O (1-methyl-2-pyrrolidone), [H-].[Na+] (sodium hydride), oil. Conditions: time 30 minute. The product is FC(COC1=CC=C(C=C1)N1C(N(C=C1)[C@@H](C(=O)OCC1=CC=CC=C1)C)=O)(C(F)F)F (benzyl (2R)-2-[3-[4-(2,2,3,3-tetrafluoropropoxy)phenyl]-2,3-dihydro-2-oxo-1H-imidazol-1-yl]propionate). Yield: 85.0%. Reaction SMILES: [F:1][C:2]([F:20])([CH:17]([F:19])[F:18])[CH2:3][O:4][C:5]1[CH:10]=[CH:9][C:8]([N:11]2[CH:15]=[CH:14][NH:13][C:12]2=[O:16])=[CH:7][CH:6]=1.FC(F)(F)S(O[C@@H:27]([CH3:38])[C:28]([O:30][CH2:31][C:32]1[CH:37]=[CH:36][CH:35]=[CH:34][CH:33]=1)=[O:29])(=O)=O.C(O)(=O)C>CN1CCCC1=O.[H-].[Na+].O1CCCC1.C(OCC)(=O)C>[F:20][C:2]([F:1])([CH:17]([F:19])[F:18])[CH2:3][O:4][C:5]1[CH:10]=[CH:9][C:8]([N:11]2[CH:15]=[CH:14][N:13]([C@H:27]([CH3:38])[C:28]([O:30][CH2:31][C:32]3[CH:37]=[CH:36][CH:35]=[CH:34][CH:33]=3)=[O:29])[C:12]2=[O:16])=[CH:7][CH:6]=1 |f:4.5|. Procedure details: 1-[4-(2,2,3,3-Tetrafluoropropoxy)phenyl]-2(1H,3H)-imidazolone (4 g) was dissolved in 30 ml of 1-methyl-2-pyrrolidone, to which 60% sodium hydride in oil (0.55 g) was added. The mixture was vigorously stirred at room temperature for 30 minutes and then added to a solution of 5.2 g of benzyl (2S)-2-trifluoromethanesulfonyloxypropionate (prepared in Example 3) in 80 ml of tetrahydrofuran under nitrogen atmosphere at -40° to -50° C. over the period of 10 minutes. The mixture was stirred at -20° to -... The reactants are IC=1C=C(C(=O)OC)C=C(C1OC1=CC=C(C=C1)OC)I (methyl 3,5-diiodo-4-(4′-methoxyphenoxy)benzoate), crude product, [Li+].[BH4-] (LiBH4), C1CCOC1 (THF). Run in CCOC(=O)C (EtOAc). Run at time 8 hour. Product: IC=1C=C(CO)C=C(C1OC1=CC=C(C=C1)OC)I (3,5-Diiodo-4-(4′-methoxyphenoxy)benyl alcohol). Isolated yield 61.4%. RXN SMILES: [I:1][C:2]1[CH:3]=[C:4]([CH:9]=[C:10]([I:21])[C:11]=1[O:12][C:13]1[CH:18]=[CH:17][C:16]([O:19][CH3:20])=[CH:15][CH:14]=1)[C:5](OC)=[O:6].[Li+].[BH4-].C1COCC1>CCOC(C)=O>[I:1][C:2]1[CH:3]=[C:4]([CH:9]=[C:10]([I:21])[C:11]=1[O:12][C:13]1[CH:18]=[CH:17][C:16]([O:19][CH3:20])=[CH:15][CH:14]=1)[CH2:5][OH:6] |f:1.2|. Procedure details: To a dry 15 ml 2-necked flask fitted with a serum stopper and a reflux condenser under argon was added methyl 3,5-diiodo-4-(4′-methoxyphenoxy)benzoate (1.02 g; 2.0 mmol) followed by 2M LiBH4 in THF (2.0 ml; 4.0 mmol). The mixture was stirred at RT overnight. EtOAc (10 ml) was added to consume excess LiBH4, and the resulting mixture stirred at RT under argon. After approximately 20 min, a moderate exotherm was observed and the reaction became cloudy. The reaction was digested with saturated NH4Cl... The reactants are [Si](C1=CC=CC=C1)(C1=CC=CC=C1)(C(C)(C)C)OCC=1C(=C(C2=C(C(=NO2)C(=O)OCC)C1)F)N1C[C@H](O[C@H](C1)C)C (Ethyl 5-((tert-butyldiphenylsilyloxy)methyl)-6-((2R,6S)-2,6-dimethylmorpholino)-7-fluorobenzo[d]isoxazole-3-carboxylate), [Si](C1=CC=CC=C1)(C1=CC=CC=C1)(C(C)(C)C)OCC=1C(=C(C2=C(C(=NO2)C(=O)OCC)C1)F)N1C[C@H](O[C@H](C1)C)C (Ethyl 5-((tert-butyldiphenylsilyloxy)methyl)-6-((2R,6S)-2,6-dimethylmorpholino)-7-fluorobenzo[d]isoxazole-3-carboxylate), Cl.CN1C(CNCC1)=O (1-methylpiperazin-2-one hydrochloride). Yields the product [Si](C1=CC=CC=C1)(C1=CC=CC=C1)(C(C)(C)C)OCC=1C(=C(C2=C(C(=NO2)C(=O)N2CC(N(CC2)C)=O)C1)F)N1C[C@H](O[C@H](C1)C)C (4-(5-((tert-butyldiphenylsilyloxy)methyl)-6-((2R,6S)-2,6-dimethylmorpholino)-7-fluorobenzo[d]isoxazole-3-carbonyl)-1-methylpiperazin-2-one). RXN SMILES: [Si:1]([O:18][CH2:19][C:20]1[C:21]([N:35]2[CH2:40][C@H:39]([CH3:41])[O:38][C@H:37]([CH3:42])[CH2:36]2)=[C:22]([F:34])[C:23]2[O:27][N:26]=[C:25]([C:28](OCC)=[O:29])[C:24]=2[CH:33]=1)([C:14]([CH3:17])([CH3:16])[CH3:15])([C:8]1[CH:13]=[CH:12][CH:11]=[CH:10][CH:9]=1)[C:2]1[CH:7]=[CH:6][CH:5]=[CH:4][CH:3]=1.Cl.[CH3:44][N:45]1[CH2:50][CH2:49][NH:48][CH2:47][C:46]1=[O:51]>>[Si:1]([O:18][CH2:19][C:20]1[C:21]([N:35]2[CH2:40][C@H:39]([CH3:41])[O:38][C@H:37]([CH3:42])[CH2:36]2)=[C:22]([F:34])[C:23]2[O:27][N:26]=[C:25]([C:28]([N:48]3[CH2:49][CH2:50][N:45]([CH3:44])[C:46](=[O:51])[CH2:47]3)=[O:29])[C:24]=2[CH:33]=1)([C:14]([CH3:15])([CH3:16])[CH3:17])([C:2]1[CH:7]=[CH:6][CH:5]=[CH:4][CH:3]=1)[C:8]1[CH:13]=[CH:12][CH:11]=[CH:10][CH:9]=1 |f:1.2|. Reported procedure: Starting materials: Ethyl 5-((tert-butyldiphenylsilyloxy)methyl)-6-((2R,6S)-2,6-dimethylmorpholino)-7-fluorobenzo[d]isoxazole-3-carboxylate (Intermediate 204) and 1-methylpiperazin-2-one hydrochloride.